This data is from the Open Reaction Database (ORD), a public repository of structured organic reaction records. The task is: describe an organic reaction: reactants, conditions, products, and yield The reactants are CN1CCC(CC1)CCCO (3-(1-methyl-piperidin-4-yl)-propan-1-ol), [H-].[Na+] (NaH), ClC1=NC=C(C#N)C=C1 (6-chloronicotinonitrile). The solvent is CN(C)C=O (DMF), CN(C)C=O (DMF). Conditions: temperature 60 celsius, time 16 hour. Product: CN1CCC(CC1)CCCOC1=NC=C(C#N)C=C1 (6-[3-(1-Methyl-piperidin-4-yl)-propoxy]-nicotinonitrile). Yield: 49.0%. As a reaction SMILES: [CH3:1][N:2]1[CH2:7][CH2:6][CH:5]([CH2:8][CH2:9][CH2:10][OH:11])[CH2:4][CH2:3]1.[H-].[Na+].Cl[C:15]1[CH:22]=[CH:21][C:18]([C:19]#[N:20])=[CH:17][N:16]=1>CN(C=O)C>[CH3:1][N:2]1[CH2:7][CH2:6][CH:5]([CH2:8][CH2:9][CH2:10][O:11][C:15]2[CH:22]=[CH:21][C:18]([C:19]#[N:20])=[CH:17][N:16]=2)[CH2:4][CH2:3]1 |f:1.2|. Procedure details: To a stirred solution of 3-(1-methyl-piperidin-4-yl)-propan-1-ol (5.0 g, 31.7 mmol) in DMF (200 mL), was added NaH (60%; 1.73 g, 43.3 mmol) portion wise. Once the initial effervescence had subsided, the mixture was heated at 60° C. for 1 h, and then was cooled to rt. A solution of 6-chloronicotinonitrile (4.0 g, 28.9 mmol) in DMF (20 mL) was then added and the mixture was stirred for 16 h before quenching with saturated (satd.) aq. NaHCO3 (50 mL) and brine (50 mL). A precipitate was formed and w...